From a dataset of the Open Reaction Database (ORD), a public repository of structured organic reaction records. describe an organic reaction: reactants, conditions, products, and yield The reactants are C(CCC)N(CCCC)CCCC (tributylamine), C(=O)O (formic acid), IC=1C(=CC=2C(CCC(C2C1)(C)C)(C)C)OCC(=C)C1=CC(=CS1)C(=O)OC (methyl 5-[1-(3-iodo-5,5,8,8-tetramethyl-5,6,7,8-tetrahydronaphthalen-2-yloxymethyl)-vinyl]-3-thiophenecarboxylate). Reagents/catalysts: C(C)(=O)[O-].C(C)(=O)[O-].[Pd+2] (palladium diacetate). Solvent: C(C)#N (acetonitrile). Reaction conditions: temperature 60 celsius. Yields the product CC1(C2=C(OC1)C=C1C(CCC(C1=C2)(C)C)(C)C)C2=CC(=CS2)C(=O)OC (methyl [5-(3,5,5,8,8-pentamethyl-2,3,5,6,7,8-hexahydronaphtho[2,3-b]furan-3-yl)thiophene-3-yl]carboxylate). As a reaction SMILES: C(N(CCCC)CCCC)CCC.C(O)=O.I[C:18]1[C:19]([O:32][CH2:33][C:34]([C:36]2[S:40][CH:39]=[C:38]([C:41]([O:43][CH3:44])=[O:42])[CH:37]=2)=[CH2:35])=[CH:20][C:21]2[C:22]([CH3:31])([CH3:30])[CH2:23][CH2:24][C:25]([CH3:29])([CH3:28])[C:26]=2[CH:27]=1>C(#N)C.C([O-])(=O)C.C([O-])(=O)C.[Pd+2]>[CH3:35][C:34]1([C:36]2[S:40][CH:39]=[C:38]([C:41]([O:43][CH3:44])=[O:42])[CH:37]=2)[CH2:33][O:32][C:19]2[CH:20]=[C:21]3[C:26](=[CH:27][C:18]1=2)[C:25]([CH3:29])([CH3:28])[CH2:24][CH2:23][C:22]3([CH3:31])[CH3:30] |f:4.5.6|. Reported procedure: A mixture of tributylamine (3.64 ml, 25.16 mmol), palladium diacetate (74 mg, 0.33 mmol), formic acid (0.28 ml, 7.28 mmol) and methyl 5-[1-(3-iodo-5,5,8,8-tetramethyl-5,6,7,8-tetrahydronaphthalen-2-yloxymethyl)-vinyl]-3-thiophenecarboxylate (3.38 g, 6.62 mmol) in acetonitrile (100 ml), was heated at 60° C. for 4 h. The reaction medium was concentrated in a rotary evaporator under vacuum at 40° C., treated with water and extracted with ethyl ether. After decantation, the organic phase was washed ... The reactants are O (water), Bis-triphenylphosphine palladium dichloride, C(CC)N(C1CC2=C(C=CC=C2CC1)[Sn](C)(C)C)CCC (2-dipropylamino-8-trimethylstannyl-1,2,3,4-tetrahydronaphthalene), COCC(=O)Cl (Methoxyacetyl chloride). The solvent is C1=CC=CC=C1 (benzene). Reaction conditions: time 8 hour. Product: C(CC)N(C1CC2=C(C=CC=C2CC1)C(COC)=O)CCC (2-di-n-propylamino-8-methoxyacetyl-1,2,3,4-tetrahydronaphthalene). Isolated yield 98.6%. Reaction SMILES: [CH2:1]([N:4]([CH2:19][CH2:20][CH3:21])[CH:5]1[CH2:14][CH2:13][C:12]2[C:7](=[C:8]([Sn](C)(C)C)[CH:9]=[CH:10][CH:11]=2)[CH2:6]1)[CH2:2][CH3:3].[CH3:22][O:23][CH2:24][C:25](Cl)=[O:26].O>C1C=CC=CC=1>[CH2:1]([N:4]([CH2:19][CH2:20][CH3:21])[CH:5]1[CH2:14][CH2:13][C:12]2[C:7](=[C:8]([C:25](=[O:26])[CH2:24][O:23][CH3:22])[CH:9]=[CH:10][CH:11]=2)[CH2:6]1)[CH2:2][CH3:3]. Procedure details: Bis-triphenylphosphine palladium dichloride (120 mg) was added to a solution of 2-dipropylamino-8-trimethylstannyl-1,2,3,4-tetrahydronaphthalene (500 mg, 1.27 mmol) in benzene (20 ml). Methoxyacetyl chloride (1.5 ml; 1.77 g; 16.5 mmol) was added. The reaction mixture was stirred at room temperature overnight and then heated to reflux for 5 hr. The reaction mixture was poured into water and extracted with methylene chloride. The extract was dried (MgSO4) and concentrated to give 800 mg of crude p... Reactants: O=C([O-])O, Cc1cc(N)[nH]n1, Cc1nc2c(CN3CCOCC3)cc(Cl)nn2c1Cc1ccc(Cl)cc1F, Cl, [K+], CN(C)C=O, Cl[Pd]Cl, CC1(C)c2cccc(P(c3ccccc3)c3ccccc3)c2Oc2c(P(c3ccccc3)c3ccccc3)cccc21. Product: Cc1cc(Nc2cc(CN3CCOCC3)c3nc(C)c(Cc4ccc(Cl)cc4F)n3n2)n[nH]1, Cl, Cl. Reaction SMILES: [C:78](=[O:79])([OH:80])[O-:81].[CH3:43][c:44]1[n:45][nH:46][c:47]([NH2:49])[cH:48]1.[Cl:51][c:52]1[cH:53][c:54]([CH2:71][N:72]2[CH2:73][CH2:74][O:75][CH2:76][CH2:77]2)[c:55]2[n:56]([n:57]1)[c:58]([CH2:62][c:63]1[c:64]([F:70])[cH:65][c:66]([Cl:69])[cH:67][cH:68]1)[c:59]([CH3:61])[n:60]2.[ClH:50].[K+:82].[O:83]=[CH:84][N:85]([CH3:86])[CH3:87].[Pd:88]([Cl:89])[Cl:90].[c:1]1([P:2]([c:3]2[cH:4][cH:5][cH:6][cH:7][cH:8]2)[c:9]2[c:10]3[c:34]([cH:35][cH:36][cH:37]2)[C:31]([CH3:32])([CH3:33])[c:13]2[c:12]([c:17]([P:18]([c:19]4[cH:20][cH:21][cH:22][cH:23][cH:24]4)[c:25]4[cH:26][cH:27][cH:28][cH:29][cH:30]4)[cH:16][cH:15][cH:14]2)[O:11]3)[cH:38][cH:39][cH:40][cH:41][cH:42]1>>[CH3:43][c:44]1[nH:45][n:46][c:47]([NH:49][c:52]2[cH:53][c:54]([CH2:71][N:72]3[CH2:73][CH2:74][O:75][CH2:76][CH2:77]3)[c:55]3[n:56]([n:57]2)[c:58]([CH2:62][c:63]2[c:64]([F:70])[cH:65][c:66]([Cl:69])[cH:67][cH:68]2)[c:59]([CH3:61])[n:60]3)[cH:48]1.[ClH:50].[ClH:51]. Starting materials: ClCCOC=1C=C2C(N(C=NC2=CC1)C=1C=C(C(=O)NC2CC2)C=CC1C)=O (3-[6-(2-Chloroethoxy)-4-oxoquinazolin-3(4H)-yl]-N-cyclopropyl-4-methylbenzamide), [I-].[K+] (potassium iodide), Cl.O1CCNCCC1 (1,4-oxazepane hydrochloride), C(C)(C)N(C(C)C)CC (N,N-diisopropylethylamine). The solvent is CC(=O)N(C)C (DMA), C(C)(=O)OCC (ethyl acetate). Run at temperature 140 celsius. The product is C1(CC1)NC(C1=CC(=C(C=C1)C)N1C=NC2=CC=C(C=C2C1=O)OCCN1CCOCCC1)=O (N-Cyclopropyl-4-methyl-3-[6-[2-(1,4-oxazepan-4-yl)ethoxy]-4-oxoquinazolin-3(4H)-yl]benzamide). Isolated yield 63.7%. Reaction SMILES: Cl[CH2:2][CH2:3][O:4][C:5]1[CH:6]=[C:7]2[C:12](=[CH:13][CH:14]=1)[N:11]=[CH:10][N:9]([C:15]1[CH:16]=[C:17]([CH:24]=[CH:25][C:26]=1[CH3:27])[C:18]([NH:20][CH:21]1[CH2:23][CH2:22]1)=[O:19])[C:8]2=[O:28].[I-].[K+].Cl.[O:32]1[CH2:38][CH2:37][CH2:36][NH:35][CH2:34][CH2:33]1.C(N(CC)C(C)C)(C)C>CC(N(C)C)=O.C(OCC)(=O)C>[CH:21]1([NH:20][C:18](=[O:19])[C:17]2[CH:24]=[CH:25][C:26]([CH3:27])=[C:15]([N:9]3[C:8](=[O:28])[C:7]4[C:12](=[CH:13][CH:14]=[C:5]([O:4][CH2:3][CH2:2][N:35]5[CH2:36][CH2:37][CH2:38][O:32][CH2:33][CH2:34]5)[CH:6]=4)[N:11]=[CH:10]3)[CH:16]=2)[CH2:23][CH2:22]1 |f:1.2,3.4|. Procedure details: 3-[6-(2-Chloroethoxy)-4-oxoquinazolin-3(4H)-yl]-N-cyclopropyl-4-methylbenzamide (0.15 g), potassium iodide (0.13 g), 1,4-oxazepane hydrochloride (0.32 g), and N,N-diisopropylethylamine (0.8 ml) were stirred in DMA (3 ml) and heated under microwave irradiation conditions (Personal Chemistry Emrys Optimizer with 300 W magnetron) at 140° C. for 1 hour. The reaction mixture was diluted with ethyl acetate and washed with water (5×), brine (2×), dried (magnesium sulfate) and concentrated. Purification... The reactants are CC(O)CNc1ncc(C(=O)OC(C)(C)C)c(Nc2ccc(Br)cc2Cl)c1Cl, CN1CCOCC1, CC#N, CCC[N+](CCC)(CCC)CCC, O=[Ru](=O)(=O)[O-]. Reaction SMILES: [C:1]([CH3:2])([CH3:3])([CH3:4])[O:5][C:6]([c:7]1[cH:8][n:9][c:10]([NH:23][CH2:24][CH:25]([CH3:26])[OH:27])[c:11]([Cl:22])[c:12]1[NH:13][c:14]1[c:15]([Cl:21])[cH:16][c:17]([Br:20])[cH:18][cH:19]1)=[O:28].[CH3:29][N:30]1[CH2:31][CH2:32][O:33][CH2:34][CH2:35]1.[CH3:36][C:37]#[N:38].[CH3:44][CH2:45][CH2:46][N+:47]([CH2:48][CH2:49][CH3:50])([CH2:51][CH2:52][CH3:53])[CH2:54][CH2:55][CH3:56].[O-:39][Ru:40](=[O:41])(=[O:42])=[O:43]>>[C:1]([CH3:2])([CH3:3])([CH3:4])[O:5][C:6]([c:7]1[cH:8][n:9][c:10]([NH:23][CH2:24][C:25]([CH3:26])=[O:27])[c:11]([Cl:22])[c:12]1[NH:13][c:14]1[c:15]([Cl:21])[cH:16][c:17]([Br:20])[cH:18][cH:19]1)=[O:28]. The product is CC(=O)CNc1ncc(C(=O)OC(C)(C)C)c(Nc2ccc(Br)cc2Cl)c1Cl. Reactants: C(C)[SiH](CC)CC (triethylsilane), C(O)([O-])=O.[Na+] (sodium hydrogen carbonate), ( 2 ), C(C)C1=CC=C(S1)C(=O)C1=C(C=CC(=C1)Br)Cl (5-bromo-2-chlorophenyl 5-ethyl-2-thienyl ketone), C(C)#N (acetonitrile). Run in ClCCl (dichloromethane). Conditions: time 3.5 hour. Yields the product BrC=1C=CC(=C(C1)CC=1SC(=CC1)CC)Cl (5-bromo-2-chloro-1-(5-ethyl-2-thienylmethyl)benzene). The yield is 89.2%. Reaction SMILES: [CH2:1]([C:3]1[S:7][C:6]([C:8]([C:10]2[CH:15]=[C:14]([Br:16])[CH:13]=[CH:12][C:11]=2[Cl:17])=O)=[CH:5][CH:4]=1)[CH3:2].C(#N)C.C([SiH](CC)CC)C.C(=O)([O-])O.[Na+]>ClCCl>[Br:16][C:14]1[CH:13]=[CH:12][C:11]([Cl:17])=[C:10]([CH2:8][C:6]2[S:7][C:3]([CH2:1][CH3:2])=[CH:4][CH:5]=2)[CH:15]=1 |f:3.4|. Procedure: 5-Bromo-2-chlorobenzoic acid (5.00 g) was suspended in dichloromethane (10 ml), and thereto were added oxalyl chloride (2.2 ml) and N,N-dimethylformamide (2 drops). The mixture was stirred at room temperature for 6 hours. The solvent was evaporated under reduced pressure to give 5-bromo-2-chlorobenzoyl chloride. This compound and 2-ethylthiophene (2.38 g) were dissolved in dichloromethane (20 ml), and thereto was added aluminum chloride (3.11 g) at 0° C. The mixture was stirred at the same tempe... Starting materials: C(C1=CC=CC=C1)N1CCC(CC1)N (1-benzyl-4-piperidinamine), N1C=NC(=C1)C=O (imidazole-4-carbaldehyde), C(C)(=O)O[BH-](OC(C)=O)OC(C)=O.[Na+] (sodium triacetoxyborohydride), [OH-].[Na+] (sodium hydroxide). Run in ClCCCl (1,2-dichloroethane), C(C)(=O)O (acetic acid). Product: C(C1=CC=CC=C1)N1CCC(CC1)NCC=1N=CNC1 (1-benzyl-N-((1H-imidazol-4-yl)methyl)-4-piperidinamine). The yield is 86.3%. As a reaction SMILES: [CH2:1]([N:8]1[CH2:13][CH2:12][CH:11]([NH2:14])[CH2:10][CH2:9]1)[C:2]1[CH:7]=[CH:6][CH:5]=[CH:4][CH:3]=1.[NH:15]1[CH:19]=[C:18]([CH:20]=O)[N:17]=[CH:16]1.C(O[BH-](OC(=O)C)OC(=O)C)(=O)C.[Na+].[OH-].[Na+]>ClCCCl.C(O)(=O)C>[CH2:1]([N:8]1[CH2:13][CH2:12][CH:11]([NH:14][CH2:20][C:18]2[N:17]=[CH:16][NH:15][CH:19]=2)[CH2:10][CH2:9]1)[C:2]1[CH:3]=[CH:4][CH:5]=[CH:6][CH:7]=1 |f:2.3,4.5|. Procedure: To a solution of 1-benzyl-4-piperidinamine (3.4 g), imidazole-4-carbaldehyde (1.4 g) and acetic acid (1.7 ml) in 1,2-dichloroethane (100 ml) was added sodium triacetoxyborohydride (4.7 g), and mixed at room temperature for 15 hours. A 1 N aqueous sodium hydroxide solution was added to the reaction solution and pH of the aqueous layer was adjusted to about 12, and then extracted with chloroform (100 ml). The extract was dried over anhydrous magnesium sulfate, and then the solvent was distilled of... Starting materials: N1=CC=C(C=C1)NC=1OC=2C(N1)=C(C=CC2)C(=O)O (2-(pyridin-4-ylamino)benzoxazole-4-carboxylic acid), Cl.Cl.N[C@@H]1CN2CCC1CC2 ((S)-(−)-3-aminoquinuclidine dihydrochloride). The product is N12CCC(CC1)[C@@H](C2)NC(=O)C=2C=CC=C1C2N=C(O1)NC1=CC=NC=C1 ((S)—N-(quinuclidine-8-yl)-2-(pyridin-4-ylamino)benzoxazole-4-carboxamide). As a reaction SMILES: [N:1]1[CH:6]=[CH:5][C:4]([NH:7][C:8]2[O:9][C:10]3[C:11](=[C:13]([C:17]([OH:19])=O)[CH:14]=[CH:15][CH:16]=3)[N:12]=2)=[CH:3][CH:2]=1.Cl.Cl.[NH2:22][C@H:23]1[CH:28]2[CH2:29][CH2:30][N:25]([CH2:26][CH2:27]2)[CH2:24]1>>[N:25]12[CH2:24][C@@H:23]([NH:22][C:17]([C:13]3[CH:14]=[CH:15][CH:16]=[C:10]4[O:9][C:8]([NH:7][C:4]5[CH:3]=[CH:2][N:1]=[CH:6][CH:5]=5)=[N:12][C:11]=34)=[O:19])[CH:28]([CH2:29][CH2:30]1)[CH2:27][CH2:26]2 |f:1.2.3|. Procedure details: Following general procedure GP-C1, a mixture of 2-(pyridin-4-ylamino)benzoxazole-4-carboxylic acid and (S)-(−)-3-aminoquinuclidine dihydrochloride were coupled to provide (S)—N-(quinuclidine-8-yl)-2-(pyridin-4-ylamino)benzoxazole-4-carboxamide, which was converted to the dihydrochloride salt following general procedure GP-D1. 1H NMR and MS consistent. The reactants are 100-L, C(C(CO)(CO)N)O (Tris), COC(=O)C1=C(NC(NC1C1=CC(=C(C=C1)F)F)=O)COC ((±)-5-methoxycarbonyl-6-(3,4-difluorophenyl)-4-methoxymethyl-1,2,3,6-tetrahydro-2-oxopyrimidine). Run in C(C)#N (acetonitrile). Reaction conditions: time 9 day. The product is COC(=O)C1=C(NC(N[C@H]1C1=CC(=C(C=C1)F)F)=O)COC ((+)-(6S)-5-methoxycarbonyl-6-(3,4-difluorophenyl)-4-methoxymethyl-1,2,3,6-tetrahydro-2-oxopyrimidine). As a reaction SMILES: C(O)C(N)(CO)CO.[CH3:9][O:10][C:11]([C:13]1[CH:18]([C:19]2[CH:24]=[CH:23][C:22]([F:25])=[C:21]([F:26])[CH:20]=2)[NH:17][C:16](=[O:27])[NH:15][C:14]=1[CH2:28][O:29][CH3:30])=[O:12]>C(#N)C>[CH3:9][O:10][C:11]([C:13]1[C@H:18]([C:19]2[CH:24]=[CH:23][C:22]([F:25])=[C:21]([F:26])[CH:20]=2)[NH:17][C:16](=[O:27])[NH:15][C:14]=1[CH2:28][O:29][CH3:30])=[O:12]. Procedure details: A 100-L reaction vessel was charged with 50 mM Tris buffer (Tris HCl (77.4 g) and Tris Base (196.7 g) in deionized water (42.3 L)), 12.0 L of subtilisin (PURAFECT® 4000 L, available from Genencor International), acetonitrile (5.7 L), and (±)-5-methoxycarbonyl-6-(3,4-difluorophenyl)-4-methoxymethyl-1,2,3,6-tetrahydro-2-oxopyrimidine, (2), (120 g, 0.38 mol) and the mixture was allowed to react at 37° C., pH 8.3 for 9 days. The reaction mixture was extracted with toluene (10 L). The aqueous layer w...